Dataset: the Open Reaction Database (ORD), a public repository of structured organic reaction records. Task: describe an organic reaction: reactants, conditions, products, and yield Starting materials: BrC1=C(C(=O)O)C=C(C=C1)C (2-bromo-5-methyl benzoic acid), C(C(=O)Cl)(=O)Cl (oxalylchloride). Reagents/catalysts: CN(C=O)C (N,N-dimethyl formamide). Solvent: ClCCl (dichloromethane). Reaction conditions: time 2 hour. Yields the product BrC1=C(C(=O)Cl)C=C(C=C1)C (2-bromo-5-methylbenzoyl chloride). Reaction SMILES: [Br:1][C:2]1[CH:10]=[CH:9][C:8]([CH3:11])=[CH:7][C:3]=1[C:4](O)=[O:5].C(Cl)(=O)C([Cl:15])=O>ClCCl.CN(C)C=O>[Br:1][C:2]1[CH:10]=[CH:9][C:8]([CH3:11])=[CH:7][C:3]=1[C:4]([Cl:15])=[O:5]. Reported procedure: To a suspension of 2-bromo-5-methyl benzoic acid (1.0 g, 0.00465 mole) in dry dichloromethane (10 mL) was added oxalylchloride (1.22 mL, 0.013 mole) dropwise at 0° C. followed by 1-2 drops of N,N-dimethyl formamide. The reaction mixture was then stirred for 2 hours at room temperature and the solvents were evaporated and the product dried under vacuum to yield 2-bromo-5-methylbenzoyl chloride which was used for the next step. To a precooled solution of 2-bromo-5-methyl benzoyl chloride in toluen... The reactants are [OH-].[Na+] (sodium hydroxide), O1CCCC1 (tetrahydrofuran), C(C)OC(=O)C=1OC2=C(C1)C=CC(=C2)OCC2=CC=CC=C2 (6-benzyloxy-benzofuran-2-carboxylic acid ethyl ester), [H-].[Al+3].[Li+].[H-].[H-].[H-] (lithium aluminum hydride). Run in O (water), O (water). Conditions: time 4 hour. Product: C(C1=CC=CC=C1)OC1=CC2=C(C=C(O2)CO)C=C1 ((6-Benzyloxy-benzofuran-2-yl)-methanol). Yield: 89.9%. RXN SMILES: O1CCCC1.C([O:8][C:9]([C:11]1[O:12][C:13]2[CH:19]=[C:18]([O:20][CH2:21][C:22]3[CH:27]=[CH:26][CH:25]=[CH:24][CH:23]=3)[CH:17]=[CH:16][C:14]=2[CH:15]=1)=O)C.[H-].[Al+3].[Li+].[H-].[H-].[H-].[OH-].[Na+]>O>[CH2:21]([O:20][C:18]1[CH:17]=[CH:16][C:14]2[CH:15]=[C:11]([CH2:9][OH:8])[O:12][C:13]=2[CH:19]=1)[C:22]1[CH:23]=[CH:24][CH:25]=[CH:26][CH:27]=1 |f:2.3.4.5.6.7,8.9|. Reported procedure: To a tetrahydrofuran (370 mL) solution of 6-benzyloxy-benzofuran-2-carboxylic acid ethyl ester (18.4 g, 62.1 mmol) described in Production Example 1-2-1 was added lithium aluminum hydride (7.07 g, 186 mmol) at 0° C., which was stirred at room temperature for 4 hours. To the reaction mixture were added water (7.07 mL), 5 N aqueous sodium hydroxide solution (7.07 mL) and water (21.2 mL) at 0° C. After filtering the mixture through Celite, the filtrate was concentrated under a reduced pressure. The... Starting materials: NNC(=O)c1ccccc1, CO, O=CC=Cc1ccccc1. The product is O=C(NN=CC=Cc1ccccc1)c1ccccc1. As a reaction SMILES: [C:11]([c:12]1[cH:13][cH:14][cH:15][cH:16][cH:17]1)(=[O:18])[NH:19][NH2:20].[CH3:21][OH:22].[O:1]=[CH:2][CH:3]=[CH:4][c:5]1[cH:6][cH:7][cH:8][cH:9][cH:10]1>>[CH:2]([CH:3]=[CH:4][c:5]1[cH:6][cH:7][cH:8][cH:9][cH:10]1)=[N:20][NH:19][C:11]([c:12]1[cH:13][cH:14][cH:15][cH:16][cH:17]1)=[O:18]. Starting materials: COC(C1=CC=C(C=C1)OCC=C)=O (methyl-4-allyloxy-benzoate), C(C)N(C1=CC=CC=C1)CC (N,N-diethylaniline). Run in C(C)OCC (diethyl ether). Product: C(C=C)C=1C=C(C(=O)OC)C=CC1O (Methyl 3-allyl-4-hydroxybenzoate). Isolated yield 75.0%. As a reaction SMILES: [CH3:1][O:2][C:3](=[O:14])[C:4]1[CH:9]=[CH:8][C:7]([O:10]CC=C)=[CH:6][CH:5]=1.C(N(CC)[C:18]1[CH:23]=CC=C[CH:19]=1)C>C(OCC)C>[CH2:23]([C:8]1[CH:9]=[C:4]([CH:5]=[CH:6][C:7]=1[OH:10])[C:3]([O:2][CH3:1])=[O:14])[CH:18]=[CH2:19]. Reported procedure: A mixture of methyl-4-allyloxy-benzoate (4.74 g, 24.7 mmol) in N,N-diethylaniline (10 mL) was heated at reflux for 48 hours and cooled to room temperature. The mixture was diluted with diethyl ether (50 mL), washed with aqueous HCl (10% v/v, 3×20 mL), dried (Na2SO4), filtered and concentrated. The residue was purified by chromatography (10:1→5:1, hexanes:EtOAc) to afford 5 (3.55 g, 75%) as an off-white solid: 1H NMR (CDCl3, 400 MHz) δ 7.86-7.84 (m, 2H), 6.85 (dd, J=2.8, 7.7 Hz, 1H), 6.07-5.95 (m... The reactants are O (Water), FC(CCC(C(=O)OCC)C(=O)OCC)(C(C(C(F)(F)F)(F)F)(F)F)F (diethyl 2-(3,3,4,4,5,5,6,6,6-nonafluorohexyl)-malonate), [H-].[Na+] (sodium hydride), ICCCCCC=C (7-iodohept-1-ene). The solvent is CS(=O)C (dimethyl sulfoxide). Run at time 1 hour. Product: C(CCCCC=C)C(C(=O)OCC)(C(=O)OCC)CCC(C(C(C(F)(F)F)(F)F)(F)F)(F)F (diethyl 2-(6-heptenyl)-2-(3,3,4,4,5,5,6,6,6-nonafluorohexyl)malonate). Yield: 86.0%. As a reaction SMILES: [F:1][C:2]([F:26])([C:16]([F:25])([F:24])[C:17]([F:23])([F:22])[C:18]([F:21])([F:20])[F:19])[CH2:3][CH2:4][CH:5]([C:11]([O:13][CH2:14][CH3:15])=[O:12])[C:6]([O:8][CH2:9][CH3:10])=[O:7].[H-].[Na+].I[CH2:30][CH2:31][CH2:32][CH2:33][CH2:34][CH:35]=[CH2:36].O>CS(C)=O>[CH2:36]([C:5]([CH2:4][CH2:3][C:2]([F:26])([F:1])[C:16]([F:24])([F:25])[C:17]([F:22])([F:23])[C:18]([F:21])([F:20])[F:19])([C:11]([O:13][CH2:14][CH3:15])=[O:12])[C:6]([O:8][CH2:9][CH3:10])=[O:7])[CH2:35][CH2:34][CH2:33][CH2:32][CH:31]=[CH2:30] |f:1.2|. Procedure details: The diethyl 2-(3,3,4,4,5,5,6,6,6-nonafluorohexyl)-malonate prepared in Step 1 of Example 2 (1.2 g, 3.0 mmol) was slowly added dropwise to a suspension of 60% sodium hydride (288 mg, 12 mmol) in anhydrous dimethyl sulfoxide (20 ml) at 0° C., followed by stirring for 1 hour at room temperature. After 7-iodohept-1-ene (795 mg, 2.5 mmol) was slowly added dropwise, the reaction mixture was stirred for 12 hours at room temperature. Water was added to the reaction mixture, which was then extracted twic... The reactants are BrC=1C=CC2=C(C=3N(CCO2)C=C(N3)C3=NC(=NN3C(C)C)C)C1 (10-bromo-2-(1-isopropyl-3-methyl-1H-1,2,4-triazol-5-yl)-5,6-dihydrobenzo[f]imidazo[1,2-d][1,4]oxazepine), CN(C)C=O (DMF), Bis(ditertbutyl(4-dimethylaminophenyl)phosphine)dichloropalladium(II). The reagents and catalysts are [C-]#N.[Zn+2].[C-]#N (zinc cyanide). Solvent: CCOC(=O)C (EtOAc). Run at temperature 150 celsius. Yields the product C(C)(C)N1N=C(N=C1C=1N=C2N(CCOC3=C2C=C(C=C3)C#N)C1)C (2-(1-isopropyl-3-methyl-1H-1,2,4-triazol-5-yl)-5,6-dihydrobenzo[f]imidazo[1,2-d][1,4]oxazepine-10-carbonitrile). Reaction SMILES: Br[C:2]1[CH:3]=[CH:4][C:5]2[O:11][CH2:10][CH2:9][N:8]3[CH:12]=[C:13]([C:15]4[N:19]([CH:20]([CH3:22])[CH3:21])[N:18]=[C:17]([CH3:23])[N:16]=4)[N:14]=[C:7]3[C:6]=2[CH:24]=1.[CH3:25][N:26](C=O)C>CCOC(C)=O.[C-]#N.[Zn+2].[C-]#N>[CH:20]([N:19]1[C:15]([C:13]2[N:14]=[C:7]3[C:6]4[CH:24]=[C:2]([C:25]#[N:26])[CH:3]=[CH:4][C:5]=4[O:11][CH2:10][CH2:9][N:8]3[CH:12]=2)=[N:16][C:17]([CH3:23])=[N:18]1)([CH3:22])[CH3:21] |f:3.4.5|. Procedure details: A microwave vial was charged with a solution of 10-bromo-2-(1-isopropyl-3-methyl-1H-1,2,4-triazol-5-yl)-5,6-dihydrobenzo[f]imidazo[1,2-d][1,4]oxazepine (0.200 mg, 0.466 mmol) in 1.4 ml DMF. To this solution was added zinc cyanide (160 mg, 1.4 mmol). The reaction mixture was degassed by bubbling nitrogen through the stirred mixture via a syringe. After several minutes the syringe was removed and Bis(ditertbutyl(4-dimethylaminophenyl)phosphine)dichloropalladium(II) (66 mg, 0.093 mmol) was added an...